From a dataset of the Open Reaction Database (ORD), a public repository of structured organic reaction records. describe an organic reaction: reactants, conditions, products, and yield The reactants are C[O-].[Na+] (NaOMe), C(C)(=O)O[C@H]1[C@H](OCCBr)O[C@@H]([C@@H]([C@@H]1OC(C)=O)OC(C)=O)COC(C)=O (2-bromoethyl 2,3,4,6-tetra-O-acetyl-β-D-galactopyranoside). The solvent is CO (MeOH). Reaction conditions: time 4 hour. The yield is 91.7%. Reported procedure: A solution of NaOMe (0.104 M, 0.8 mL) was added to a solution of 4j (See FIG. 7) (778 mg. 1.71 mmol) in MeOH (10 mL) under N2. After 4 hours, the reaction solution was passed through a Dowex 50W(H+) plug (3×1 cm, eluant MeOH) and the solvent removed to give 2-bromoethyl β-D-galactopyranoside (4e) (See FIG. 7) (450 mg, 92%) (The synthesis of unstable 4e has been described previously. Dahmén et al., “2-Bromoethyl Glycosides 4.2-Bromoethyl Glycosides in Glycoside Synthesis—Preparation of Glycoprote... Reaction SMILES: C[O-].[Na+].C([O:7][C@@H:8]1[C@@H:17]([O:18]C(=O)C)[C@@H:16]([O:22]C(=O)C)[C@@H:15]([CH2:26][O:27]C(=O)C)[O:14][C@H:9]1[O:10][CH2:11][CH2:12][Br:13])(=O)C>CO>[O:10]([CH2:11][CH2:12][Br:13])[C@@H:9]1[O:14][C@H:15]([CH2:26][OH:27])[C@H:16]([OH:22])[C@H:17]([OH:18])[C@H:8]1[OH:7] |f:0.1|. The product is O([C@H]1[C@H](O)[C@@H](O)[C@@H](O)[C@H](O1)CO)CCBr (2-bromoethyl β-D-galactopyranoside).